From a dataset of the Open Reaction Database (ORD), a public repository of structured organic reaction records. describe an organic reaction: reactants, conditions, products, and yield The reactants are ClCCBr, COc1ccccc1O, [Na+], [OH-]. Yields the product COc1ccccc1OCCCl. RXN SMILES: [Br:10][CH2:11][CH2:12][Cl:13].[CH3:1][O:2][c:3]1[cH:4][cH:5][cH:6][cH:7][c:8]1[OH:9].[Na+:15].[OH-:14]>>[CH3:1][O:2][c:3]1[cH:4][cH:5][cH:6][cH:7][c:8]1[O:9][CH2:11][CH2:12][Cl:13]. Starting materials: CC(C)(C)OC(=O)N1CCC(OC(=O)N2CCC(Oc3cc(N4CCc5cc(S(C)(=O)=O)ccc54)ncn3)CC2)C1, ClCCl, O=C(O)C(F)(F)F. Product: CS(=O)(=O)c1ccc2c(c1)CCN2c1cc(OC2CCN(C(=O)OC3CCNC3)CC2)ncn1. RXN SMILES: [C:1]([O:2][C:3](=[O:4])[N:8]1[CH2:9][CH:10]([O:13][C:14](=[O:15])[N:16]2[CH2:17][CH2:18][CH:19]([O:22][c:23]3[n:24][cH:25][n:26][c:27]([N:29]4[CH2:30][CH2:31][c:32]5[cH:33][c:34]([S:38](=[O:39])(=[O:40])[CH3:41])[cH:35][cH:36][c:37]54)[cH:28]3)[CH2:20][CH2:21]2)[CH2:11][CH2:12]1)([CH3:5])([CH3:6])[CH3:7].[Cl:49][CH2:50][Cl:51].[F:42][C:43]([F:44])([F:45])[C:46]([OH:47])=[O:48]>>[NH:8]1[CH2:9][CH:10]([O:13][C:14](=[O:15])[N:16]2[CH2:17][CH2:18][CH:19]([O:22][c:23]3[n:24][cH:25][n:26][c:27]([N:29]4[CH2:30][CH2:31][c:32]5[cH:33][c:34]([S:38](=[O:39])(=[O:40])[CH3:41])[cH:35][cH:36][c:37]54)[cH:28]3)[CH2:20][CH2:21]2)[CH2:11][CH2:12]1. Starting materials: ClC(B1OC(C(O1)(C)C)(C)C)Cl (2-(dichloromethyl)-4,4,5,5-tetramethyl-1,3,2-dioxaborolane), C(C=C)[Mg]Br (allylmagnesium bromide). Run in O1CCCC1 (tetrahydrofuran). Conditions: temperature -78 celsius, time 18 hour. The product is ClC(CC=C)B1OC(C(O1)(C)C)(C)C (2-(1(RS)-chloro-3-butenyl)-4,4,5,5-tetramethyl-1,3,2-dioxaborolane). Isolated yield 70.6%. Reaction SMILES: [Cl:1][CH:2](Cl)[B:3]1[O:7][C:6]([CH3:9])([CH3:8])[C:5]([CH3:11])([CH3:10])[O:4]1.[CH2:13]([Mg]Br)[CH:14]=[CH2:15]>O1CCCC1>[Cl:1][CH:2]([B:3]1[O:7][C:6]([CH3:9])([CH3:8])[C:5]([CH3:11])([CH3:10])[O:4]1)[CH2:15][CH:14]=[CH2:13]. Procedure: 2 g (9.48 mmol) of 2-(dichloromethyl)-4,4,5,5-tetramethyl-1,3,2-dioxaborolane were dissolved in 30 ml of tetrahydrofuran and the solution was cooled under a nitrogen atmosphere to -78° C. 9.5 ml (9.5 mmol) of 1M allylmagnesium bromide were added dropwise and the solution was stirred at room temperature for 18 hours. The solution was partitioned between ethyl acetate, saturated sodium chloride solution and 2M hydrochloric acid solution. The aqueous layer was extracted with ethyl acetate and the o... Starting materials: COC(=O)C=1C=NC(=C(C1)C1CCCCC1)OCC(F)(F)F (5-Cyclohexyl-6-(2,2,2-trifluoroethoxy)-3-pyridinecarboxylic acid methyl ester), Cl (HCl), C1CCOC1 (THF), O.[OH-].[Li+] (Lithium hydroxide hydrate). The solvent is O (water). Reaction conditions: time 8 hour. The product is C1(CCCCC1)C=1C=C(C=NC1OCC(F)(F)F)C(=O)O (5-Cyclohexyl-6-(2,2,2-trifluoro-ethoxy)-3-pyridinecarboxylic acid). The yield is 101.5%. Reaction SMILES: C[O:2][C:3]([C:5]1[CH:6]=[N:7][C:8]([O:17][CH2:18][C:19]([F:22])([F:21])[F:20])=[C:9]([CH:11]2[CH2:16][CH2:15][CH2:14][CH2:13][CH2:12]2)[CH:10]=1)=[O:4].C1COCC1.O.[OH-].[Li+].Cl>O>[CH:11]1([C:9]2[CH:10]=[C:5]([C:3]([OH:4])=[O:2])[CH:6]=[N:7][C:8]=2[O:17][CH2:18][C:19]([F:21])([F:22])[F:20])[CH2:12][CH2:13][CH2:14][CH2:15][CH2:16]1 |f:2.3.4|. Procedure: 5-Cyclohexyl-6-(2,2,2-trifluoroethoxy)-3-pyridinecarboxylic acid methyl ester (95 mg, 299 μmol) was combined with THF (4 mL) and water (2 mL) to give a light yellow solution. Lithium hydroxide hydrate (25.1 mg, 599 μmol) was added under argon. The reaction mixture stirred at ambient temperature overnight, subsequently poured into 6 mL 2 M HCl and extracted with isopropyl acetate (2×60 mL). The organic layers were combined, dried with Na2SO4 and concentrated in vacuo to give the title compound (9... Starting materials: C=O, CNC1CCN(Cc2ccccc2)CC1, CCO, [H][H], O=[Pt]. Product: CN(C)C1CCN(Cc2ccccc2)CC1. RXN SMILES: [CH2:16]=[O:17].[CH2:1]([c:2]1[cH:3][cH:4][cH:5][cH:6][cH:7]1)[N:8]1[CH2:9][CH2:10][CH:11]([NH:14][CH3:15])[CH2:12][CH2:13]1.[CH3:22][CH2:23][OH:24].[H:18][H:19].[Pt:20]=[O:21]>>[CH2:1]([c:2]1[cH:3][cH:4][cH:5][cH:6][cH:7]1)[N:8]1[CH2:9][CH2:10][CH:11]([N:14]([CH3:15])[CH3:16])[CH2:12][CH2:13]1. Reactants: N1CCCC1 (Pyrrolidine), FC=1C=C2C(=C(N(C2=CC1)CC(=O)O)C)CC1=C(C=CC=C1)S(=O)(=O)N1CCCCC1 (2-(5-Fluoro-2-methyl-3-(2-(piperidin-1-ylsulfonyl)benzyl)-1H-indol-1-yl)acetic Acid). Product: FC=1C=C2C(=C(N(C2=CC1)CC(=O)O)C)CC1=C(C=CC=C1)S(=O)(=O)N1CCCC1 (2-(5-Fluoro-2-methyl-3-(2-(pyrrolidin-1-ylsulfonyl)benzyl)-1H-indol-1-yl)acetic Acid). As a reaction SMILES: N1CCCC1.[F:6][C:7]1[CH:8]=[C:9]2[C:13](=[CH:14][CH:15]=1)[N:12]([CH2:16][C:17]([OH:19])=[O:18])[C:11]([CH3:20])=[C:10]2[CH2:21][C:22]1[CH:27]=[CH:26][CH:25]=[CH:24][C:23]=1[S:28]([N:31]1[CH2:36]C[CH2:34][CH2:33][CH2:32]1)(=[O:30])=[O:29]>>[F:6][C:7]1[CH:8]=[C:9]2[C:13](=[CH:14][CH:15]=1)[N:12]([CH2:16][C:17]([OH:19])=[O:18])[C:11]([CH3:20])=[C:10]2[CH2:21][C:22]1[CH:27]=[CH:26][CH:25]=[CH:24][C:23]=1[S:28]([N:31]1[CH2:36][CH2:34][CH2:33][CH2:32]1)(=[O:30])=[O:29]. Procedure: Pyrrolidine was used as starting material in Procedure Q, otherwise this compound was prepared in a similar manner to Compound 2, using Procedures N, P, Q & L. The reactants are FC1=C(C=CC(=C1)O)C(C(=O)O)OC ((RS)-(2-Fluoro-4-hydroxy-phenyl)-methoxy-acetic acid), NCC1=CC=C(C#N)C=C1 (4-aminomethyl benzonitrile). Yields the product C(#N)C1=CC=C(CNC(C(OC)C2=C(C=C(C=C2)O)F)=O)C=C1 ((RS)-N-(4-cyano-benzyl)-2-(2-fluoro-4-hydroxy-phenyl)-2-methoxy-acetamide). RXN SMILES: [F:1][C:2]1[CH:7]=[C:6]([OH:8])[CH:5]=[CH:4][C:3]=1[CH:9]([O:13][CH3:14])[C:10]([OH:12])=O.[NH2:15][CH2:16][C:17]1[CH:24]=[CH:23][C:20]([C:21]#[N:22])=[CH:19][CH:18]=1>>[C:16]([C:17]1[CH:24]=[CH:23][C:20]([CH2:21][NH:22][C:10](=[O:12])[CH:9]([C:3]2[CH:4]=[CH:5][C:6]([OH:8])=[CH:7][C:2]=2[F:1])[O:13][CH3:14])=[CH:19][CH:18]=1)#[N:15]. Procedure details: (RS)-(2-Fluoro-4-hydroxy-phenyl)-methoxy-acetic acid was coupled with 4-aminomethyl benzonitrile according to general procedure C to give (RS)-N-(4-cyano-benzyl)-2-(2-fluoro-4-hydroxy-phenyl)-2-methoxy-acetamide. White solid. MS 315.1 ([M+H]+)